This data is from the Open Reaction Database (ORD), a public repository of structured organic reaction records. The task is: describe an organic reaction: reactants, conditions, products, and yield Starting materials: ClC1=CC(=NC2=CC=C(C=C12)C)N1CCS(C2=C(C1)C=CC=C2)(=O)=O (4-(4-chloro-6-methylquinolin-2-yl)-2,3,4,5-tetrahydro-1,4-benzothiazepine 1,1-dioxide), C[S-].[Na+] (sodium methanethiolate). Run in CN(C=O)C (N,N-dimethylformamide). Conditions: temperature 130 celsius, time 16 hour. The product is O=S1(CCN(CC2=C1C=CC=C2)C2=NC1=CC=C(C=C1C(=C2)S)C)=O (2-(1,1-Dioxido-2,3-dihydro-1,4-benzothiazepin-4(5H)-yl)-6-methylquinoline-4-thiol). RXN SMILES: Cl[C:2]1[C:11]2[C:6](=[CH:7][CH:8]=[C:9]([CH3:12])[CH:10]=2)[N:5]=[C:4]([N:13]2[CH2:19][C:18]3[CH:20]=[CH:21][CH:22]=[CH:23][C:17]=3[S:16](=[O:25])(=[O:24])[CH2:15][CH2:14]2)[CH:3]=1.C[S-:27].[Na+]>CN(C)C=O>[O:24]=[S:16]1(=[O:25])[C:17]2[CH:23]=[CH:22][CH:21]=[CH:20][C:18]=2[CH2:19][N:13]([C:4]2[CH:3]=[C:2]([SH:27])[C:11]3[C:6](=[CH:7][CH:8]=[C:9]([CH3:12])[CH:10]=3)[N:5]=2)[CH2:14][CH2:15]1 |f:1.2|. Procedure details: To a solution of 4-(4-chloro-6-methylquinolin-2-yl)-2,3,4,5-tetrahydro-1,4-benzothiazepine 1,1-dioxide (1.5 g, 4 mmol, prepared in analogy to the one in Example 17-1) in dry N,N-dimethylformamide (100 mL) was added sodium methanethiolate (1.4 g, 20 mmol) under argon protection. The reaction was stirred at 130° C. for 16 hours. The reaction mixture was cooled to 50° C. and concentrated in vacuo. The residue was dissolved in cooled water (150 mL) and carefully acidified with 20% of hydrochloric ac... The reactants are CN1CCCC1=O, CCN(C(C)C)C(C)C, COc1ccc2nc(Cl)sc2c1, Cl, NC1CCCCC1O. The product is COc1ccc2nc(NC3CCCCC3O)sc2c1. Reaction SMILES: [CH3:31][N:32]1[CH2:33][CH2:34][CH2:35][C:36]1=[O:37].[CH:22]([N:23]([CH2:24][CH3:25])[CH:26]([CH3:27])[CH3:28])([CH3:29])[CH3:30].[Cl:1][c:2]1[s:3][c:4]2[c:5]([n:6]1)[cH:7][cH:8][c:9]([O:11][CH3:12])[cH:10]2.[ClH:13].[NH2:14][CH:15]1[CH:16]([OH:21])[CH2:17][CH2:18][CH2:19][CH2:20]1>>[c:2]1([NH:14][CH:15]2[CH:16]([OH:21])[CH2:17][CH2:18][CH2:19][CH2:20]2)[s:3][c:4]2[c:5]([n:6]1)[cH:7][cH:8][c:9]([O:11][CH3:12])[cH:10]2. Reactants: Ice water, BrCC(=O)C(C)(C)C (Bromomethyl tert-butylketone), C([O-])([O-])=O.[K+].[K+] (potassium carbonate), O=C1C(CN(C2=C(N1)C=CC=C2)C2CCCC2)NC(=O)OC(C)(C)C (2-oxo-3-tert-butoxycarbonylamino-5-cyclopentyl-1,3,4,5-tetrahydro-2H-1,5-benzodiazepine). Reagents/catalysts: [Br-].C(CCC)[N+](CCCC)(CCCC)CCCC (tetra n-butylammonium bromide), [I-].[K+] (potassium iodide). The solvent is CN(C=O)C (N,N-dimethylformamide). Run at time 2 hour. Product: C(C)(C)(C)C(=O)CN1C(C(CN(C2=C1C=CC=C2)C2CCCC2)NC(=O)OC(C)(C)C)=O (1-tert-butylcarbonylmethyl-2-oxo-3-tert-butoxycarbonylamino-5-cyclopentyl-1,3,4,5-tetrahydro-2H-1,5-benzodiazepine). Yield: 75.8%. As a reaction SMILES: Br[CH2:2][C:3]([C:5]([CH3:8])([CH3:7])[CH3:6])=[O:4].C(=O)([O-])[O-].[K+].[K+].[O:15]=[C:16]1[NH:22][C:21]2[CH:23]=[CH:24][CH:25]=[CH:26][C:20]=2[N:19]([CH:27]2[CH2:31][CH2:30][CH2:29][CH2:28]2)[CH2:18][CH:17]1[NH:32][C:33]([O:35][C:36]([CH3:39])([CH3:38])[CH3:37])=[O:34]>[Br-].C([N+](CCCC)(CCCC)CCCC)CCC.CN(C)C=O.[I-].[K+]>[C:5]([C:3]([CH2:2][N:22]1[C:21]2[CH:23]=[CH:24][CH:25]=[CH:26][C:20]=2[N:19]([CH:27]2[CH2:28][CH2:29][CH2:30][CH2:31]2)[CH2:18][CH:17]([NH:32][C:33]([O:35][C:36]([CH3:38])([CH3:37])[CH3:39])=[O:34])[C:16]1=[O:15])=[O:4])([CH3:8])([CH3:7])[CH3:6] |f:1.2.3,5.6,8.9|. Procedure details: Bromomethyl tert-butylketone (684 mg), potassium iodide (26.4 mg), tetra n-butylammonium bromide (30.8 mg) and potassium carbonate (528 mg) were added successively to a solution of 2-oxo-3-tert-butoxycarbonylamino-5-cyclopentyl-1,3,4,5-tetrahydro-2H-1,5-benzodiazepine (1.1 g) in N,N-dimethylformamide (30 ml), the mixture was stirred at room temperature for 2 hours. Ice-water was added to the reaction mixture, extracted with ethyl acetate, the organic layer was washed with saturated brine. The re... Reactants: Cl (HCl), [OH-].[Na+] (sodium hydroxide), BrC=1C=C2C(=C(C=NC2=CC1)C(=O)OCC)NC[C@H](C)OC (ethyl 6-bromo-4[[(2S)-2-methoxypropyl]amino]quinoline-3-carboxylate). The solvent is O (water), O1CCCC1 (tetrahydrofuran). Run at temperature 50 celsius, time 18 hour. Yields the product BrC=1C=C2C(=C(C=NC2=CC1)C(=O)O)NC[C@H](C)OC (6-Bromo-4-[[(2S)-2-methoxypropyl]amino]quinoline-3-carboxylic acid). Yield: 85.4%. RXN SMILES: [OH-].[Na+].[Br:3][C:4]1[CH:5]=[C:6]2[C:11](=[CH:12][CH:13]=1)[N:10]=[CH:9][C:8]([C:14]([O:16]CC)=[O:15])=[C:7]2[NH:19][CH2:20][C@@H:21]([O:23][CH3:24])[CH3:22].Cl>O.O1CCCC1>[Br:3][C:4]1[CH:5]=[C:6]2[C:11](=[CH:12][CH:13]=1)[N:10]=[CH:9][C:8]([C:14]([OH:16])=[O:15])=[C:7]2[NH:19][CH2:20][C@@H:21]([O:23][CH3:24])[CH3:22] |f:0.1|. Procedure: Add a solution of sodium hydroxide (296.7 g, 7.42 mol, 6 eq.) in water (454 mL) to a solution of ethyl 6-bromo-4[[(2S)-2-methoxypropyl]amino]quinoline-3-carboxylate (454 g, 1.24 mol) in tetrahydrofuran (4.54 L) at room temperature. Heat the mixture at 50° C. overnight. After 18 hours, cool the reaction to 0° C., add 37% aq. HCl dropwise over 30 minutes until pH=6 (ca. 450 mL) with the temperature under 23° C. Filter the precipitate formed with filter paper and wash it with water (2 L), acetone (... The reactants are BrCC(=O)C1=CC=C(C=C1)Cl (2-bromo-1-(4-chlorophenyl)ethanone), C[S-].[Na+] (sodium methanethiolate). The solvent is O1CCCC1 (tetrahydrofuran), C(C)OCC (diethyl ether), O1CCCC1 (tetrahydrofuran). Reaction conditions: time 1 hour. Product: ClC1=CC=C(C=C1)C(CSC)=O (1-(4-chlorophenyl)-2-(methylthio)ethanone). The yield is 86.9%. Reaction SMILES: Br[CH2:2][C:3]([C:5]1[CH:10]=[CH:9][C:8]([Cl:11])=[CH:7][CH:6]=1)=[O:4].[CH3:12][S-:13].[Na+]>O1CCCC1.C(OCC)C>[Cl:11][C:8]1[CH:9]=[CH:10][C:5]([C:3](=[O:4])[CH2:2][S:13][CH3:12])=[CH:6][CH:7]=1 |f:1.2|. Procedure details: To a suspension of 2-bromo-1-(4-chlorophenyl)ethanone (1, 20 g, 86 mmol) in tetrahydrofuran (250 ml) was added sodium methanethiolate (7.2 g, 103 mmol) in tetrahydrofuran (250 ml) at −40° C. and the mixture was stirred for 1 hour. The mixture was diluted with diethyl ether and filtered off, and the filtrate was washed with brine. The solvent was evaporated off under the reduced pressure, and the residue was subjected to silica gel column chromatography (Biotage) to obtain 15 g of the title compo... Reactants: Cl.CN1C2=NC(=NC(=C2N=C1)C=1C=NC(=C(C1)C(F)(F)F)OCCC1CCNCC1)C#N (9-methyl-6-{6-[2-(piperidin-4-yl)ethoxy]-5-(trifluoromethyl)pyridin-3-yl}-9H-purine-2-carbonitrile monohydrochloride), C(C)=O (acetaldehyde), C(=O)(O)[O-].[Na+] (NaHCO3), C(C)(=O)O[BH-](OC(C)=O)OC(C)=O.[Na+] (sodium triacetoxyborohydride). The solvent is ClC(C)Cl (dichloroethane), C(C)N(CC)CC (Triethylamine), ClC(C)Cl (dichloroethane), C(Cl)(Cl)Cl (CHCl3), C(C)(=O)O (acetic acid). Conditions: time 20 minute. Yields the product C(C)N1CCC(CC1)CCOC1=C(C=C(C=N1)C1=C2N=CN(C2=NC(=N1)C#N)C)C(F)(F)F (6-{6-[2-(1-ethylpiperidin-4-yl)ethoxy]-5-(trifluoromethyl)pyridin-3-yl}-9-methyl-9H-purine-2-carbonitrile). Yield: 61.1%. As a reaction SMILES: Cl.[CH3:2][N:3]1[CH:11]=[N:10][C:9]2[C:4]1=[N:5][C:6]([C:31]#[N:32])=[N:7][C:8]=2[C:12]1[CH:13]=[N:14][C:15]([O:22][CH2:23][CH2:24][CH:25]2[CH2:30][CH2:29][NH:28][CH2:27][CH2:26]2)=[C:16]([C:18]([F:21])([F:20])[F:19])[CH:17]=1.[C:33](O[BH-](OC(=O)C)OC(=O)C)(=O)[CH3:34].[Na+].C(=O)C.C([O-])(O)=O.[Na+]>ClC(Cl)C.C(Cl)(Cl)Cl.C(O)(=O)C.C(N(CC)CC)C>[CH2:33]([N:28]1[CH2:29][CH2:30][CH:25]([CH2:24][CH2:23][O:22][C:15]2[N:14]=[CH:13][C:12]([C:8]3[N:7]=[C:6]([C:31]#[N:32])[N:5]=[C:4]4[C:9]=3[N:10]=[CH:11][N:3]4[CH3:2])=[CH:17][C:16]=2[C:18]([F:21])([F:19])[F:20])[CH2:26][CH2:27]1)[CH3:34] |f:0.1,2.3,5.6|. Procedure: Triethylamine (2.7 mL) was added to a suspension of 9-methyl-6-{6-[2-(piperidin-4-yl)ethoxy]-5-(trifluoromethyl)pyridin-3-yl}-9H-purine-2-carbonitrile monohydrochloride (3.0 g) in dichloroethane (60 mL) at room temperature, and the mixture was stirred at the same temperature for 20 minutes. After the reaction mixture was ice-cooled, acetic acid (1.8 mL), sodium triacetoxyborohydride (2.7 g) were added thereto, and a solution of acetaldehyde (1.1 mL) in dichloroethane (5 mL) was added thereto. Th... Starting materials: COC(CC1=CC(=CC(=C1)O)O)=O ((3,5-dihydroxy-phenyl)-acetic acid methyl ester), C(=O)([O-])[O-].[K+].[K+] (K2CO3), C(C1=CC=CC=C1)Br (benzyl bromide), resultant mixture, O (Water). The solvent is CN(C)C=O (DMF). The product is COC(CC1=CC(=CC(=C1)OCC1=CC=CC=C1)OCC1=CC=CC=C1)=O ((3,5-Bis-benzyloxy-phenyl)-acetic acid methyl ester). The yield is 197.8%. Reaction SMILES: [CH3:1][O:2][C:3](=[O:13])[CH2:4][C:5]1[CH:10]=[C:9]([OH:11])[CH:8]=[C:7]([OH:12])[CH:6]=1.C([O-])([O-])=O.[K+].[K+].[CH2:20](Br)[C:21]1[CH:26]=[CH:25][CH:24]=[CH:23][CH:22]=1.O>CN(C=O)C>[CH3:1][O:2][C:3](=[O:13])[CH2:4][C:5]1[CH:10]=[C:9]([O:11][CH2:20][C:21]2[CH:26]=[CH:25][CH:24]=[CH:23][CH:22]=2)[CH:8]=[C:7]([O:12][CH2:4][C:5]2[CH:10]=[CH:9][CH:8]=[CH:7][CH:6]=2)[CH:6]=1 |f:1.2.3|. Procedure details: (3,5-dihydroxy-phenyl)-acetic acid methyl ester (5 g, 27.4 mmol) in anhydrous DMF (20 mL) was treated with K2CO3 (11.4 g, 82.5 mmol) and benzyl bromide (6.5 mL, 55 mmol). The resultant mixture was stirred overnight at room temperature. Water was added to the reaction mixture and the aqueous layer extracted with EtOAc (3×50 mL). The organic layers were combined, washed with brine, dried over MgSO4, filtered and concentrated to give the title compound as a brown solid (9.82 g, 99%).